describe an organic reaction: reactants, conditions, products, and yield From a dataset of the Open Reaction Database (ORD), a public repository of structured organic reaction records. Starting materials: C(C1=CC=CC=C1)O[C@@H]1C(O)O[C@H]([C@H]([C@H]1OCC1=CC=CC=C1)OCC1=CC=CC=C1)C (2.3.4-Tri-O-benzyl-L-fucopyranose), C(C1=CC=CC=C1)O[C@@H]1C(O)O[C@H]([C@H]([C@H]1OCC1=CC=CC=C1)OCC1=CC=CC=C1)C (2.3.4-Tri-O-benzyl-L-fucopyranose), [N+](=O)([O-])C1=CC=C(C(=O)Cl)C=C1 (4-nitrobenzoyl chloride), [N+](=O)([O-])C1=CC=C(C(=O)Cl)C=C1 (4-nitrobenzoyl chloride), crude material, esters, compound 8. Run in C(Cl)Cl (CH2Cl2). The product is C(C1=CC=CC=C1)O[C@@H]1[C@H](OC(C2=CC=C(C=C2)[N+](=O)[O-])=O)O[C@H]([C@H]([C@H]1OCC1=CC=CC=C1)OCC1=CC=CC=C1)C (2,3,4-Tri-O-benzyl-1-O-p-nitrobenzoyl-α-L-fucopyranose). Yield: 80.0%. Reaction SMILES: [CH2:1]([O:8][C@H:9]1[C@H:15]([O:16][CH2:17][C:18]2[CH:23]=[CH:22][CH:21]=[CH:20][CH:19]=2)[C@H:14]([O:24][CH2:25][C:26]2[CH:31]=[CH:30][CH:29]=[CH:28][CH:27]=2)[C@H:13]([CH3:32])[O:12][CH:10]1[OH:11])[C:2]1[CH:7]=[CH:6][CH:5]=[CH:4][CH:3]=1.[N+:33]([C:36]1[CH:44]=[CH:43][C:39]([C:40](Cl)=[O:41])=[CH:38][CH:37]=1)([O-:35])=[O:34]>C(Cl)Cl>[CH2:1]([O:8][C@H:9]1[C@H:15]([O:16][CH2:17][C:18]2[CH:19]=[CH:20][CH:21]=[CH:22][CH:23]=2)[C@H:14]([O:24][CH2:25][C:26]2[CH:31]=[CH:30][CH:29]=[CH:28][CH:27]=2)[C@H:13]([CH3:32])[O:12][C@H:10]1[O:11][C:40](=[O:41])[C:39]1[CH:38]=[CH:37][C:36]([N+:33]([O-:35])=[O:34])=[CH:44][CH:43]=1)[C:2]1[CH:3]=[CH:4][CH:5]=[CH:6][CH:7]=1. Procedure details: Since both the α and β isomers yielded the same β-bromide (compound 9), it was decided to skip the column purification and instead use the mixture as such. In this case, 2,3,4-tri-O-benzyl-L-fucopyranose (compound 6) (25 g, 55 mmol) was treated with p-nitrobenzoyl chloride (compound 7) as described above and the crude material (33.0 g) was dissolved in CH2Cl2 (100 mL) and simply filtered through a short column of silica gel. This removed the color and other polar material. This procedure furnish... Reactants: FC1=C(C(=O)Cl)C=C(C=C1)F (2,5-difluorobenzoyl chloride), COC1=CC(=CC=C1)OC (1,3-dimethoxybenzene), [Cl-].[Al+3].[Cl-].[Cl-] (aluminum chloride), Cl (hydrochloric acid). The solvent is ClCCCl (1,2-dichloroethane). Run at time 0.5 hour. Yields the product crude residue, FC1=C(C=C(C=C1)F)C(C1=C(C=C(C=C1)OC)O)=O (2',5'-difluoro-2-hydroxy-4-methoxybenzophenone). Reaction SMILES: [F:1][C:2]1[CH:10]=[CH:9][C:8]([F:11])=[CH:7][C:3]=1[C:4](Cl)=[O:5].[CH3:12][O:13][C:14]1[CH:19]=[CH:18][CH:17]=[C:16]([O:20]C)[CH:15]=1.[Cl-].[Al+3].[Cl-].[Cl-].Cl>ClCCCl>[F:1][C:2]1[CH:10]=[CH:9][C:8]([F:11])=[CH:7][C:3]=1[C:4](=[O:5])[C:17]1[CH:18]=[CH:19][C:14]([O:13][CH3:12])=[CH:15][C:16]=1[OH:20] |f:2.3.4.5|. Procedure: To a mixture of 30 g of 2,5-difluorobenzoyl chloride and 23.5 g of 1,3-dimethoxybenzene in 300 ml 1,2-dichloroethane, 23 g of aluminum chloride is added in portions with the internal temperature maintained at approximately 8°-12° C. The reaction mixture is stirred 0.5 hr and refluxed one hr. The reaction mixture is poured into concentrated hydrochloric acid and ice. The organic layer is separated, washed, dried over anhydrous sodium sulfate and evaporated. Trituration of the crude residue gives ... The reactants are NC1=C(C=C(C=C1C1=CC(=CC=C1)C(F)(F)F)C(=O)O)C1=CC(=CC=C1)C(F)(F)F (2′-amino-3,3″-bis-trifluoromethyl-[1,1′:3′1″]terphenyl-5′-carboxylic acid), C(=O)(N1C=NC=C1)N1C=NC=C1 (1,1′-carbonyldiimidazole), C1(=CC=CC=C1)NCCCCCCCC (phenyl octylamine), C1(=CC=CC=C1)NCCCCCCCC (phenyl octylamine). Run at time 8 hour. Product: C1(=CC=CC=C1)CCCCCCCCNC(=O)C=1C=C(C(=C(C1)C1=CC(=CC=C1)C(F)(F)F)N)C1=CC(=CC=C1)C(F)(F)F (2′-Amino-3,3″-bis-trifluoromethyl-[1,1′:3′1″]terphenyl-5′-carboxylic acid (8-phenyl-octyl)-amide). Isolated yield 181.4%. Reaction SMILES: [NH2:1][C:2]1[C:7]([C:8]2[CH:13]=[CH:12][CH:11]=[C:10]([C:14]([F:17])([F:16])[F:15])[CH:9]=2)=[CH:6][C:5]([C:18](O)=[O:19])=[CH:4][C:3]=1[C:21]1[CH:26]=[CH:25][CH:24]=[C:23]([C:27]([F:30])([F:29])[F:28])[CH:22]=1.C([N:38]1[CH:42]=[CH:41]N=C1)(N1C=CN=C1)=O.[C:43]1(NCCCCCCCC)[CH:48]=[CH:47][CH:46]=[CH:45][CH:44]=1>>[C:43]1([CH2:6][CH2:7][CH2:2][CH2:3][CH2:4][CH2:5][CH2:41][CH2:42][NH:38][C:18]([C:5]2[CH:4]=[C:3]([C:21]3[CH:26]=[CH:25][CH:24]=[C:23]([C:27]([F:30])([F:28])[F:29])[CH:22]=3)[C:2]([NH2:1])=[C:7]([C:8]3[CH:13]=[CH:12][CH:11]=[C:10]([C:14]([F:15])([F:16])[F:17])[CH:9]=3)[CH:6]=2)=[O:19])[CH:44]=[CH:45][CH:46]=[CH:47][CH:48]=1. Reported procedure: To a solution of 2′-amino-3,3″-bis-trifluoromethyl-[1,1′:3′1″]terphenyl-5′-carboxylic acid (0.113 g, 0.27 mmol 1 eq) in DMP (2.7 mL) was added 1,1′-carbonyldiimidazole (0.120 g, 0.74 mmol 2.7 eq) and phenyl octylamine (0.070 mL, 0.35 mmol, 1.3 eq) and the reaction was stirred overnight at rt. Additional 1,1′-carbonyldiidazole (0.124 g, 0.76 mmol 2.8 eq) and phenyl octylamine (0.070 mL, 0.35 mmol, 1.3 eq) was added and stirring was continued overnight. The solids were then filtered off and washed... The reactants are C=CCBr, CO, O=c1ncc(F)c[nH]1, [Na]. The product is C=CCn1cc(F)cnc1=O. As a reaction SMILES: [CH2:10]([CH:11]=[CH2:12])[Br:13].[CH3:14][OH:15].[F:2][c:3]1[cH:4][n:5][c:6](=[O:9])[nH:7][cH:8]1.[Na:1]>>[F:2][c:3]1[cH:4][n:5]([CH2:12][CH:11]=[CH2:10])[c:6](=[O:9])[n:7][cH:8]1. The reactants are NC(=O)c1ccc2cc(Br)ccc2c1, O=C(OC(=O)C(F)(F)F)C(F)(F)F, C1COCCO1, c1ccncc1. The product is N#Cc1ccc2cc(Br)ccc2c1. Reaction SMILES: [Br:1][c:2]1[cH:3][c:4]2[cH:5][cH:6][c:7]([C:12](=[O:13])[NH2:14])[cH:8][c:9]2[cH:10][cH:11]1.[F:21][C:22]([F:23])([F:24])[C:25]([O:26][C:27](=[O:28])[C:29]([F:30])([F:31])[F:32])=[O:33].[O:34]1[CH2:35][CH2:36][O:37][CH2:38][CH2:39]1.[cH:15]1[cH:16][cH:17][n:18][cH:19][cH:20]1>>[Br:1][c:2]1[cH:3][c:4]2[cH:5][cH:6][c:7]([C:12]#[N:14])[cH:8][c:9]2[cH:10][cH:11]1. Starting materials: ClCC(C(CN1N=CN=C1)=O)(C)C (1-chloro-2,2-dimethyl-4-(1,2,4-triazol-1-yl)-butan-3-one), ClC1=CC=C(C=O)C=C1 (4-chlorobenzaldehyde), N1CCCCC1 (piperidine), C(C)(=O)O (acetic acid). Solvent: C1(=CC=CC=C1)C (toluene), O (water). Product: ClCC(C(C(=CC1=CC=C(C=C1)Cl)N1N=CN=C1)=O)(C)C (1-chloro-5-(4-chlorophenyl)-2,2-dimethyl-4-(1,2,4-triazol-1-yl)-4-penten-3-one). Yield: 94.4%. RXN SMILES: [Cl:1][CH2:2][C:3]([CH3:13])([CH3:12])[C:4](=[O:11])[CH2:5][N:6]1[CH:10]=[N:9][CH:8]=[N:7]1.[Cl:14][C:15]1[CH:22]=[CH:21][C:18]([CH:19]=O)=[CH:17][CH:16]=1.N1CCCCC1.C(O)(=O)C>C1(C)C=CC=CC=1.O>[Cl:1][CH2:2][C:3]([CH3:13])([CH3:12])[C:4](=[O:11])[C:5]([N:6]1[CH:10]=[N:9][CH:8]=[N:7]1)=[CH:19][C:18]1[CH:21]=[CH:22][C:15]([Cl:14])=[CH:16][CH:17]=1. Procedure: 201.5 g (1 mole) of 1-chloro-2,2-dimethyl-4-(1,2,4-triazol-1-yl)-butan-3-one, 140.5 g (1 mole) of 4-chlorobenzaldehyde, 9,9 ml of piperidine and 30 g of glacial acetic acid in 300 ml of toluene were heated under reflux for 8 hours, the water of reaction formed being removed azeotropically. The reaction mixture was then washed with water and with dilute sodium bicarbonate solution, dried over sodium sulphate and evaporated in vacuo. 305.9 (94.4% of theory) of crude 1-chloro-5-(4-chlorophenyl)-2,2... Reactants: O (water), C1(CC=CC2=CC=CC=C12)=O (1(2H)-naphthalenone), ClCC1=NC2=CC=CC=C2C=C1 (2-chloromethylquinoline), C([O-])([O-])=O.[K+].[K+] (potassium carbonate). Solvent: CN(C=O)C (N,N-dimethylformamide). Reaction conditions: temperature 80 celsius, time 4 hour. Product: C(CCC)C1(C(C2=CC=CC(=C2CC1)OCC1=NC2=CC=CC=C2C=C1)=O)CCCC (2,2-dibutyl-3,4-dihydro-5-(2-quinolylmethoxy)-1(2H)-naphthalenone). The yield is 81.1%. As a reaction SMILES: [C:1]1(=[O:11])[C:10]2[C:5](=[CH:6][CH:7]=[CH:8][CH:9]=2)[CH:4]=[CH:3][CH2:2]1.Cl[CH2:13][C:14]1[CH:23]=[CH:22][C:21]2[C:16](=[CH:17][CH:18]=[CH:19][CH:20]=2)[N:15]=1.[C:24](=[O:27])([O-])[O-].[K+].[K+].O>CN(C)C=O>[CH2:10]([C:7]1([CH2:6][CH2:4][CH2:5][CH3:6])[CH2:8][CH2:9][C:10]2[C:5](=[CH:4][CH:3]=[CH:2][C:1]=2[O:11][CH2:13][C:14]2[CH:23]=[CH:22][C:21]3[C:16](=[CH:17][CH:18]=[CH:19][CH:20]=3)[N:15]=2)[C:24]1=[O:27])[CH2:1][CH2:2][CH3:3] |f:2.3.4|. Procedure details: A mixture of 2,2-dibutyl-3,4-dihydro-5-hydroxy-(1(2H)-naphthalenone (2.643 g), 2-chloromethylquinoline (1.7 g), and potassium carbonate (1.67 g) in N,N-dimethylformamide (16 ml) was stirred at 80° C. for 4 hours. The cooled mixture was poured into water. The separated oil was extracted with ethyl acetate. The ethyl acetate layer was washed with water, dried, and concentrated in vacuo. The crude product was chromatographed on silica gel using 25% ethyl acetate in n-hexane as eluent to yield 2,2-d... Reactants: ClC=1C=C(C(N(N1)C)=O)NC1=NN2C(CN(CC2)C)=C1 (6-Chloro-2-methyl-4-(5-methyl-4,5,6,7-tetrahydropyrazolo[1,5-a]pyrazin-2-ylamino)pyridazin-3(2H)-one), C(C)(=O)OCC=1C(=NC=CC1B1OC(C(O1)(C)C)(C)C)N1C(C2=CC=3CC(CC3N2CC1)(C)C)=O ((2-{4,4-dimethyl-9-oxo-1,10-diazatricyclo[6.4.0.02,6]dodeca-2(6),7-dien-10-yl}-4-(tetramethyl-1,3,2-dioxaborolan-2-yl)pyridin-3-yl)methyl acetate), [O-]P(=O)([O-])[O-].[K+].[K+].[K+] (K3PO4), C(C)(=O)[O-].[Na+] (sodium acetate). Reagents/catalysts: C1=CC=C(C=C1)P([C-]2C=CC=C2)C3=CC=CC=C3.C1=CC=C(C=C1)P([C-]2C=CC=C2)C3=CC=CC=C3.Cl[Pd]Cl.[Fe+2] (PdCl2(dppf)). Run in O (water), C(C)#N (acetonitrile). Conditions: temperature 100 celsius. Product: C(C)(=O)OCC=1C(=NC=CC1C1=NN(C(C(=C1)NC1=NN2C(CN(CC2)C)=C1)=O)C)N1C(C2=CC=3CC(CC3N2CC1)(C)C)=O ((2-{4,4-Dimethyl-9-oxo-1,10-diazatricyclo[6.4.0.02,6]dodeca-2(6),7-dien-10-yl}-4-[1-methyl-5-({5-methyl-4H,5H,6H,7H-pyrazolo[1,5-a]pyrazin-2-yl}amino)-6-oxo-1,6-dihydropyridazin-3-yl]pyridin-3-yl)methyl Acetate). Yield: 37.2%. RXN SMILES: Cl[C:2]1[CH:3]=[C:4]([NH:10][C:11]2[CH:20]=[C:14]3[CH2:15][N:16]([CH3:19])[CH2:17][CH2:18][N:13]3[N:12]=2)[C:5](=[O:9])[N:6]([CH3:8])[N:7]=1.[C:21]([O:24][CH2:25][C:26]1[C:27]([N:41]2[CH2:52][CH2:51][N:50]3[C:43](=[CH:44][C:45]4[CH2:46][C:47]([CH3:54])([CH3:53])[CH2:48][C:49]=43)[C:42]2=[O:55])=[N:28][CH:29]=[CH:30][C:31]=1B1OC(C)(C)C(C)(C)O1)(=[O:23])[CH3:22].[O-]P([O-])([O-])=O.[K+].[K+].[K+].C([O-])(=O)C.[Na+]>C1C=CC(P(C2C=CC=CC=2)[C-]2C=CC=C2)=CC=1.C1C=CC(P(C2C=CC=CC=2)[C-]2C=CC=C2)=CC=1.Cl[Pd]Cl.[Fe+2].O.C(#N)C>[C:21]([O:24][CH2:25][C:26]1[C:27]([N:41]2[CH2:52][CH2:51][N:50]3[C:43](=[CH:44][C:45]4[CH2:46][C:47]([CH3:54])([CH3:53])[CH2:48][C:49]=43)[C:42]2=[O:55])=[N:28][CH:29]=[CH:30][C:31]=1[C:2]1[CH:3]=[C:4]([NH:10][C:11]2[CH:20]=[C:14]3[CH2:15][N:16]([CH3:19])[CH2:17][CH2:18][N:13]3[N:12]=2)[C:5](=[O:9])[N:6]([CH3:8])[N:7]=1)(=[O:23])[CH3:22] |f:2.3.4.5,6.7,8.9.10.11|. Reported procedure: A 25-mL round-bottomed flask equipped with a magnetic stirrer and a reflux condenser was charged with 297a (195 mg, 0.66 mmol), (2-{4,4-dimethyl-9-oxo-1,10-diazatricyclo[6.4.0.02,6]dodeca-2(6),7-dien-10-yl}-4-(tetramethyl-1,3,2-dioxaborolan-2-yl)pyridin-3-yl)methyl acetate 199e (315 mg, 0.66 mmol), PdCl2(dppf) (40 mg, 0.050 mmol), K3PO4 (250 mg, 1.2 mmol), sodium acetate (100 mg, 1.20 mmol), acetonitrile (8 mL), and water (1 mL). The system was evacuated and then refilled with N2. It was then he... Reactants: S(=S)(=O)([O-])[O-].[Na+].[Na+] (sodium thiosulfate), [OH-].[Na+] (NaOH), CS(=O)CCC=1C(=NC2=CC=CC=C2C1C(=O)N[C@@H](CC)C1=CC=CC=C1)C1=CC=CC=C1 (3-[2-(methylsulfinyl)ethyl]-2-phenyl-N-[(1S)-1-phenylpropyl]quinoline-4-carboxamide), C1=CC(=CC(=C1)Cl)C(=O)OO (MCPBA). The solvent is O (H2O), C(Cl)Cl (CH2Cl2), C(Cl)Cl (CH2Cl2). Conditions: time 2 hour. Yields the product CS(=O)(=O)CCC=1C(=NC2=CC=CC=C2C1C(=O)N[C@@H](CC)C1=CC=CC=C1)C1=CC=CC=C1 (3-[2-(methylsulfonyl)ethyl]-2-phenyl-N-[(1S)-1-phenylpropyl]quinoline-4-carboxamide). The yield is 65.1%. Reaction SMILES: [CH3:1][S:2]([CH2:4][CH2:5][C:6]1[C:7]([C:28]2[CH:33]=[CH:32][CH:31]=[CH:30][CH:29]=2)=[N:8][C:9]2[C:14]([C:15]=1[C:16]([NH:18][C@H:19]([C:22]1[CH:27]=[CH:26][CH:25]=[CH:24][CH:23]=1)[CH2:20][CH3:21])=[O:17])=[CH:13][CH:12]=[CH:11][CH:10]=2)=[O:3].C1C=C(Cl)C=C(C(OO)=[O:42])C=1.S([O-])([O-])(=O)=S.[Na+].[Na+].[OH-].[Na+]>C(Cl)Cl.O>[CH3:1][S:2]([CH2:4][CH2:5][C:6]1[C:7]([C:28]2[CH:33]=[CH:32][CH:31]=[CH:30][CH:29]=2)=[N:8][C:9]2[C:14]([C:15]=1[C:16]([NH:18][C@H:19]([C:22]1[CH:23]=[CH:24][CH:25]=[CH:26][CH:27]=1)[CH2:20][CH3:21])=[O:17])=[CH:13][CH:12]=[CH:11][CH:10]=2)(=[O:42])=[O:3] |f:2.3.4,5.6|. Procedure details: To a stirring solution of 3-[2-(methylsulfinyl)ethyl]-2-phenyl-N-[(1S)-1-phenylpropyl]quinoline-4-carboxamide (12) (60 mg, 0.13 mmol) in CH2Cl2 at 0° C. was added MCPBA (70-75%, 36 mg, 0.16 mol). The cooling bath was removed and reaction stirred for 2 h, then sodium thiosulfate (1.2 eq.) and H2O (1 mL) were added and suspension stirred until all solids had dissolved. Aqueous 1 N NaOH (1 mL) and CH2Cl2 (2 mL) were then added, the layers shaken together, separated, the organics dried over Na2SO4, ...